From a dataset of the Open Reaction Database (ORD), a public repository of structured organic reaction records. describe an organic reaction: reactants, conditions, products, and yield Reactants: O, O=[N+]([O-])O, O=C(O)c1cccc(F)c1, O=S(=O)(O)O. The product is O=C(O)c1cc(F)ccc1[N+](=O)[O-]. As a reaction SMILES: [OH2:20].[OH:16][N+:17]([O-:18])=[O:19].[OH:1][C:2](=[O:3])[c:4]1[cH:5][cH:6][cH:7][c:8]([F:9])[cH:10]1.[S:11](=[O:12])(=[O:13])([OH:14])[OH:15]>>[OH:1][C:2](=[O:3])[c:4]1[c:5]([N+:17](=[O:16])[O-:18])[cH:6][cH:7][c:8]([F:9])[cH:10]1. Reaction SMILES: C[O:2][C:3]1[CH:4]=[C:5]([C:9]#[C:10][CH2:11][CH2:12][CH2:13][CH2:14][CH2:15][CH3:16])[CH:6]=[CH:7][CH:8]=1.[I-].[Li+].O.Cl>N1C(C)=CC(C)=CC=1C>[OH:2][C:3]1[CH:4]=[C:5]([C:9]#[C:10][CH2:11][CH2:12][CH2:13][CH2:14][CH2:15][CH3:16])[CH:6]=[CH:7][CH:8]=1 |f:1.2|. Run in N1=C(C=C(C=C1C)C)C (2,4,6-collidine). Procedure: 1-(3-Methoxyphenyl)-oct-1-yne, (6.50 g, 0.03M), was dissolved in 2,4,6-collidine, (100 ml), and anhydrous lithium iodide (20.08 g, 0.15M), added. The reaction was stirred under nitrogen at reflux temperature for 48 h, then cooled and poured intro water, (500 ml), and acidified with dilute hydrochloric acid. The product was extracted into ethyl acetate, (twice), and the organic phases combined, washed with water (twice) and dried, (MgSO4). Evaporation of the solvent in vacuo yielded the crude pro... Starting materials: Cl (hydrochloric acid), COC=1C=C(C=CC1)C#CCCCCCC (1-(3-Methoxyphenyl)-oct-1-yne), O (water), [I-].[Li+] (lithium iodide). Product: OC=1C=C(C=CC1)C#CCCCCCC (1-(3-Hydroxyphenyl)-oct-1-yne). The reactants are S1N=CN=C1C#N (1,2,4-thiadiazole-5-carbonitrile), C[O-].[Na+] (sodium methoxide), [Cl-].[NH4+] (ammonium chloride). Yields the product Cl.S1N=CN=C1C(N)=N (1,2,4-thiadiazole-5-carboximidamide hydrochloride), solid. Isolated yield 80.0%. Reaction SMILES: [S:1]1[C:5]([C:6]#[N:7])=[N:4][CH:3]=[N:2]1.C[O-].[Na+].[Cl-:11].[NH4+:12]>>[ClH:11].[S:1]1[C:5]([C:6](=[NH:12])[NH2:7])=[N:4][CH:3]=[N:2]1 |f:1.2,3.4,5.6|. Procedure details: 1,2,4-thiadiazole-5-carbonitrile (1.11 g, 10 mmol) was reacted with sodium methoxide (0.81 g, 15 mmol) and ammonium chloride (0.96 g, 18 mmol) according to the procedure as described in Example 61, Step B to give the title compound as an offwhite solid (1.32 g, 80%). The compound was characterized by the following spectroscopic data: Reactants: [Br-], O=C([O-])[O-], C1CCOC1, C[P+](c1ccccc1)(c1ccccc1)c1ccccc1, O=Cc1ccc2c(c1)OCO2, [K+], [K+], C1COCCOCCOCCOCCOCCO1. Product: C=Cc1ccc2c(c1)OCO2. RXN SMILES: [Br-:36].[C:1](=[O:2])([O-:3])[O-:4].[CH2:57]1[O:58][CH2:59][CH2:60][CH2:61]1.[CH3:37][P+:38]([c:39]1[cH:40][cH:41][cH:42][cH:43][cH:44]1)([c:45]1[cH:46][cH:47][cH:48][cH:49][cH:50]1)[c:51]1[cH:52][cH:53][cH:54][cH:55][cH:56]1.[CH:7](=[O:8])[c:9]1[cH:10][cH:11][c:12]2[c:16]([cH:17]1)[O:15][CH2:14][O:13]2.[K+:5].[K+:6].[O:18]1[CH2:19][CH2:20][O:21][CH2:22][CH2:23][O:24][CH2:25][CH2:26][O:27][CH2:28][CH2:29][O:30][CH2:31][CH2:32][O:33][CH2:34][CH2:35]1>>[CH2:1]=[CH:7][c:9]1[cH:10][cH:11][c:12]2[c:16]([cH:17]1)[O:15][CH2:14][O:13]2. RXN SMILES: [Br:16][c:17]1[cH:18][n:19][cH:20][cH:21][cH:22]1.[CH3:23][C:24]([CH3:25])([O-:26])[CH3:27].[CH:1]12[CH2:2][N:3]([C:9](=[O:10])[O:11][C:12]([CH3:13])([CH3:14])[CH3:15])[CH2:4][CH2:5][CH:6]1[CH2:7][NH:8]2.[Na+:28].[O:31]=[C:32]([CH:33]=[CH:34][c:35]1[cH:36][cH:37][cH:38][cH:39][cH:40]1)[CH:41]=[CH:42][c:43]1[cH:44][cH:45][cH:46][cH:47][cH:48]1.[O:49]=[C:50]([CH:51]=[CH:52][c:53]1[cH:54][cH:55][cH:56][cH:57][cH:58]1)[CH:59]=[CH:60][c:61]1[cH:62][cH:63][cH:64][cH:65][cH:66]1.[O:67]=[C:68]([CH:69]=[CH:70][c:71]1[cH:72][cH:73][cH:74][cH:75][cH:76]1)[CH:77]=[CH:78][c:79]1[cH:80][cH:81][cH:82][cH:83][cH:84]1.[Pd:29].[Pd:30]>>[CH:1]12[CH2:2][N:3]([C:9](=[O:10])[O:11][C:12]([CH3:13])([CH3:14])[CH3:15])[CH2:4][CH2:5][CH:6]1[CH2:7][N:8]2[c:17]1[cH:18][n:19][cH:20][cH:21][cH:22]1. The product is CC(C)(C)OC(=O)N1CCC2CN(c3cccnc3)C2C1. Reactants: Brc1cccnc1, CC(C)(C)[O-], CC(C)(C)OC(=O)N1CCC2CNC2C1, [Na+], O=C(C=Cc1ccccc1)C=Cc1ccccc1, O=C(C=Cc1ccccc1)C=Cc1ccccc1, O=C(C=Cc1ccccc1)C=Cc1ccccc1, [Pd], [Pd]. Reactants: C(C)(=O)OC(C)=O (Acetic anhydride), CNC1=C(C2=C(C=C1)C3(C4=CC(=C(C=C4OC5=CC(=C(C=C53)F)O)O)F)OC2=O)N (DAF-FM), C(=O)([O-])[O-].[Cs+].[Cs+] (Cs2CO3), C(C)#N (acetonitrile). Run at time 2 hour. The product is NC1=C2C(OC3(C4=CC(=C(C=C4OC=4C=C(C(=CC34)F)OC(C)=O)OC(C)=O)F)C2=CC=C1N)=O (4,5-Diamino-3′,6′-bis(acetyloxy)-2′,7′-difluoro-spiro[isobenzofuran-1(3H),9′-[9H]-xanthen]-3-one). RXN SMILES: [C:1](OC(=O)C)(=[O:3])[CH3:2].C[NH:9][C:10]1[CH:15]=[CH:14][C:13]2[C:16]3([O:34][C:35](=[O:36])[C:12]=2[C:11]=1[NH2:37])[C:29]1[C:24](=[CH:25][C:26]([OH:31])=[C:27]([F:30])[CH:28]=1)[O:23][C:22]1[C:17]3=[CH:18][C:19]([F:33])=[C:20]([OH:32])[CH:21]=1.[C:38]([O-:41])([O-])=O.[Cs+].[Cs+].[C:44](#N)C>>[NH2:37][C:11]1[C:10]([NH2:9])=[CH:15][CH:14]=[C:13]2[C:12]=1[C:35](=[O:36])[O:34][C:16]12[C:17]2[CH:18]=[C:19]([F:33])[C:20]([O:32][C:1](=[O:3])[CH3:2])=[CH:21][C:22]=2[O:23][C:24]2[C:29]1=[CH:28][C:27]([F:30])=[C:26]([O:31][C:38](=[O:41])[CH3:44])[CH:25]=2 |f:2.3.4|. Procedure: Acetic anhydride (52 ml, 0.55 mmol) was added to DAF-FM (94 mg, 0.23 mmol) and Cs2CO3 (84 mg, 0.26 mmol) suspended in acetonitrile (20 ml), and the mixture was stirred at room temperature for 2 hours. The reaction mixture was concentrated under reduced pressure, and the residue was purified by silica gel chromatography (84 mg, 75%). The product was further recrystallized from 2-isopropanol to obtain the title compound.